Dataset: the Open Reaction Database (ORD), a public repository of structured organic reaction records. Task: describe an organic reaction: reactants, conditions, products, and yield The reactants are [NH4+].[Cl-] (NH4Cl), C1(=CC=CC=C1)[C@@H]1NC(OC1)=O ((S)-(+)-4-Phenyl-2-oxazolidinone), C(\C=C\CC)(=O)Cl (trans-2-pentenoyl chloride), C[Si](N[Si](C)(C)C)(C)C.[Na] (Sodium hexamethyldisilazane). Run in C1CCOC1 (THF). Conditions: temperature -50 celsius. Yields the product C(\C=C\CC)(=O)N1C(OC[C@@H]1C1=CC=CC=C1)=O (3-(trans-2-pentenoyl)-4-(S)-phenyl-2-oxazolidinone). Isolated yield 28.7%. RXN SMILES: [C:1]1([C@H:7]2[CH2:11][O:10][C:9](=[O:12])[NH:8]2)[CH:6]=[CH:5][CH:4]=[CH:3][CH:2]=1.C[Si](C)(C)N[Si](C)(C)C.[Na].[C:23](Cl)(=[O:28])/[CH:24]=[CH:25]/[CH2:26][CH3:27].[NH4+].[Cl-]>C1COCC1>[C:23]([N:8]1[C@@H:7]([C:1]2[CH:2]=[CH:3][CH:4]=[CH:5][CH:6]=2)[CH2:11][O:10][C:9]1=[O:12])(=[O:28])/[CH:24]=[CH:25]/[CH2:26][CH3:27] |f:1.2,4.5,^1:21|. Reported procedure: (S)-(+)-4-Phenyl-2-oxazolidinone (4.0 g, 24 mmol, Aldrich) was dissolved in dry THF (40 mL), and the solution was cooled to -50° C. and flushed with N2. Sodium hexamethyldisilazane (1.0M in THF, 25 mL, 25 mmol) was added slowly with stirring. The compound from step 7a (2.9 g, 24 mmol) was added slowly while maintaining the temperature at -50° C., and the mixture was stirred at this temperature for 1.5 hour. The mixture was allowed to warm to 0° C. and stirred for 1 hour. Saturated aqueous NH4Cl ... Reactants: O (water), COC([C@H](O)C1=CC(=CC=C1)Cl)=O ((R)-(3-chloro-phenyl)-hydroxy-acetic acid methyl ester), N1C=NC=C1 (imidazole), [Si](C)(C)(C(C)(C)C)Cl (tert-butyidimethylsilyl chloride). The solvent is CN(C=O)C (N,N-dimethylformamide). Product: COC([C@H](O[Si](C)(C)C(C)(C)C)C1=CC(=CC=C1)Cl)=O ((R)-(3-chloro-phenyl)-(tert-butyl-dimethyl-silanoxy)-acetic acid methyl ester). Isolated yield 99.0%. RXN SMILES: [CH3:1][O:2][C:3](=[O:13])[C@@H:4]([C:6]1[CH:11]=[CH:10][CH:9]=[C:8]([Cl:12])[CH:7]=1)[OH:5].N1C=CN=C1.[Si:19](Cl)([C:22]([CH3:25])([CH3:24])[CH3:23])([CH3:21])[CH3:20].O>CN(C)C=O>[CH3:1][O:2][C:3](=[O:13])[C@@H:4]([C:6]1[CH:11]=[CH:10][CH:9]=[C:8]([Cl:12])[CH:7]=1)[O:5][Si:19]([C:22]([CH3:25])([CH3:24])[CH3:23])([CH3:21])[CH3:20]. Procedure: A solution of (R)-(3-chloro-phenyl)-hydroxy-acetic acid methyl ester (21.0 g), imidazole (14.25 g), and tert-butyidimethylsilyl chloride (25.0 g) in N,N-dimethylformamide (250 ml) was stirred at room temperature for 18 h. The mixture was poured into water (2.5 l) and extracted with ethyl acetate. The combined extracts were washed with water and saturated brine, dried, and concentrated. The residue was purified by flash chromatography, eluting with cyclohexane:ethyl acetate (9:1) to give the titl... Reactants: [H-].[Na+] (sodium hydride), C(C1=CC=CC=C1)OC(COC1=C2C=C(NC2=CC=C1)C)=O ((2-Methyl-1H-indol-4-yloxy)-acetic acid benzyl ester), BrC(CCCCCCCCCCC)Br (dibromododecane). The solvent is C(C)(=O)OCC (ethyl acetate), CN(C)C=O (DMF). Conditions: time 1 hour. Product: C(C1=CC=CC=C1)OC(COC1=C2C=C(N(C2=CC=C1)CCCCCCCCCCCCBr)C)=O ([1-(12-Bromododecyl)-2-methyl-1H-indol-4-yloxy]-acetic acid benzyl ester). Reaction SMILES: [H-].[Na+].[CH2:3]([O:10][C:11](=[O:24])[CH2:12][O:13][C:14]1[CH:22]=[CH:21][CH:20]=[C:19]2[C:15]=1[CH:16]=[C:17]([CH3:23])[NH:18]2)[C:4]1[CH:9]=[CH:8][CH:7]=[CH:6][CH:5]=1.[Br:25][CH:26](Br)[CH2:27][CH2:28][CH2:29][CH2:30][CH2:31][CH2:32][CH2:33][CH2:34][CH2:35][CH2:36][CH3:37]>CN(C=O)C.C(OCC)(=O)C>[CH2:3]([O:10][C:11](=[O:24])[CH2:12][O:13][C:14]1[CH:22]=[CH:21][CH:20]=[C:19]2[C:15]=1[CH:16]=[C:17]([CH3:23])[N:18]2[CH2:37][CH2:36][CH2:35][CH2:34][CH2:33][CH2:32][CH2:31][CH2:30][CH2:29][CH2:28][CH2:27][CH2:26][Br:25])[C:4]1[CH:9]=[CH:8][CH:7]=[CH:6][CH:5]=1 |f:0.1|. Reported procedure: To a suspension of sodium hydride (60% in mineral oil, 0.093 g, 6.45 mmole) in DMF (10 mL), (2-methyl-1H-indol-4-yloxy)-acetic acid benzyl ester (2) (0.845 g, 2.3 mmole) was added. The mixture was stirred at room temperature for 1 h. To the mixture, dibromododecane (0.765 g, 2.3 mmole) was added and the reaction mixture was stirred at room temperature for 18 h. The reaction was diluted with ethyl acetate and washed with water. The organic layer was separated, dried with sodium sulphate and conce...